Dataset: the Open Reaction Database (ORD), a public repository of structured organic reaction records. Task: describe an organic reaction: reactants, conditions, products, and yield Starting materials: CCN(CC)S(F)(F)F, CO, C1COCCO1, O=[N+]([O-])c1nccn1CC(O)CN1CCCCC1. Product: O=[N+]([O-])c1nccn1CC(F)CN1CCCCC1. As a reaction SMILES: [CH2:19]([N:20]([S:21]([F:22])([F:23])[F:25])[CH2:24][CH3:26])[CH3:27].[CH3:28][OH:29].[O:30]1[CH2:31][CH2:32][O:33][CH2:34][CH2:35]1.[OH:1][CH:2]([CH2:3][n:4]1[c:5]([N+:9](=[O:10])[O-:11])[n:6][cH:7][cH:8]1)[CH2:12][N:13]1[CH2:14][CH2:15][CH2:16][CH2:17][CH2:18]1>>[CH:2]([CH2:3][n:4]1[c:5]([N+:9](=[O:10])[O-:11])[n:6][cH:7][cH:8]1)([CH2:12][N:13]1[CH2:14][CH2:15][CH2:16][CH2:17][CH2:18]1)[F:25]. The reactants are cuprous iodide, IC=1C=C(C=C(C(=O)OC)C1)C(=O)OC (dimethyl 5-iodoisophthalate), B1(OCCN(CCO1)C2=CC=CC=C2)C3=CC=CC=N3 (2-pyridine boronic acid N-phenyldiethanol amine ester), C(=O)([O-])[O-].[K+].[K+] (K2CO3), C1(=CC=CC=C1)P(C1=CC=CC=C1)C1=CC=CC=C1 (triphenyl phosphine). The reagents and catalysts are CC(=O)[O-].CC(=O)[O-].[Pd+2] (Pd(OAc)2). The solvent is C1CCOC1 (THF). Yields the product N1=C(C=CC=C1)C=1C=C(C=C(C(=O)OC)C1)C(=O)OC (dimethyl 5-(pyridin-2-yl)isophthalate). The yield is 59.0%. Reaction SMILES: I[C:2]1[CH:3]=[C:4]([C:12]([O:14][CH3:15])=[O:13])[CH:5]=[C:6]([CH:11]=1)[C:7]([O:9][CH3:10])=[O:8].B1([C:30]2[N:35]=[CH:34][CH:33]=[CH:32][CH:31]=2)OCCN(C2C=CC=CC=2)CCO1.C([O-])([O-])=O.[K+].[K+].C1(P(C2C=CC=CC=2)C2C=CC=CC=2)C=CC=CC=1>C1COCC1.CC([O-])=O.CC([O-])=O.[Pd+2]>[N:35]1[CH:30]=[CH:31][CH:32]=[CH:33][C:34]=1[C:2]1[CH:3]=[C:4]([C:12]([O:14][CH3:15])=[O:13])[CH:5]=[C:6]([CH:11]=1)[C:7]([O:9][CH3:10])=[O:8] |f:2.3.4,7.8.9|. Procedure: To dimethyl 5-iodoisophthalate (Matrix Scientific, 800 mg, 2.5 mmol) in THF (20 ml), 2-pyridine boronic acid N-phenyldiethanol amine ester (Aldrich, 1.8 g, 6.6 mmol), K2CO3 (912 mg, 6.6 mmol), triphenyl phosphine (173 mg, 0.66 mmol) were added followed by Pd(OAc)2 and cuprous iodide (251 mg, 1.32 mmol). After refluxing for 24 h, reaction mixture was filtered through a pad of celite. Residual solvent was evaporated on a rotavap under reduced pressure and the crude was dissolved in ethyl acetate. ... Starting materials: N1N=CC2=CC=CC=C12 (indazole), BrC(C(=O)O)CC(C)C (2-bromo-4-methylpentanoic acid). Run in O (water). Conditions: temperature 160 celsius. Product: N=1N(C=C2C=CC=CC12)C(C(=O)O)CC(C)C (2-(2H-indazol-2-yl)-4-methylpentanoic acid). Reaction SMILES: [NH:1]1[C:9]2[C:4](=[CH:5][CH:6]=[CH:7][CH:8]=2)[CH:3]=[N:2]1.Br[CH:11]([CH2:15][CH:16]([CH3:18])[CH3:17])[C:12]([OH:14])=[O:13]>O>[N:1]1[N:2]([CH:11]([CH2:15][CH:16]([CH3:18])[CH3:17])[C:12]([OH:14])=[O:13])[CH:3]=[C:4]2[C:9]=1[CH:8]=[CH:7][CH:6]=[CH:5]2. Reported procedure: Referring to Scheme 1, a mixture of indazole (450 mg, 3.86 mmol) and 2-bromo-4-methylpentanoic acid (1.5 eq.) was heated to 160° C. for 4 hours. The mixture was cooled, diluted with water, extracted by EtOAc, and dried over MgSO4. The solvent was then removed to give the crude product, which was used for the next step without further purification. [M+H] calc'd for C14H16N2O4, 233. found, 233.